This data is from the Open Reaction Database (ORD), a public repository of structured organic reaction records. The task is: describe an organic reaction: reactants, conditions, products, and yield The reactants are CC1=CC2=C(C(C3=C(C=C2)C=C(C=C3)C)C=3C(=NC(NC3)=O)SC)C=C1 (5-[2,8-Dimethyl-5H-dibenzo[a,d]cyclohepten-5-yl]-4-methylthio-2(1H)-pyrimidinone), ClC1=NC=NC(=C1)Cl (4,6-dichloropyrimidine). Yields the product ClC1=CC(=NC=N1)N1C(N=C(C(=C1)C1C2=C(C=CC3=C1C=CC(=C3)C)C=C(C=C2)C)SC)=O (1-[6-Chloropyrimidin-4-yl]-5-[2,8-dimethyl-5H-dibenzo[a,d]cyclohepten-5-yl]-4-methylthio-2(1H)-pyrimidinone). RXN SMILES: [CH3:1][C:2]1[CH:26]=[CH:25][C:5]2[CH:6]([C:16]3[C:17]([S:23][CH3:24])=[N:18][C:19](=[O:22])[NH:20][CH:21]=3)[C:7]3[CH:14]=[CH:13][C:12]([CH3:15])=[CH:11][C:8]=3[CH:9]=[CH:10][C:4]=2[CH:3]=1.[Cl:27][C:28]1[CH:33]=[C:32](Cl)[N:31]=[CH:30][N:29]=1>>[Cl:27][C:28]1[N:29]=[CH:30][N:31]=[C:32]([N:20]2[CH:21]=[C:16]([CH:6]3[C:7]4[CH:14]=[CH:13][C:12]([CH3:15])=[CH:11][C:8]=4[CH:9]=[CH:10][C:4]4[CH:3]=[C:2]([CH3:1])[CH:26]=[CH:25][C:5]3=4)[C:17]([S:23][CH3:24])=[N:18][C:19]2=[O:22])[CH:33]=1. Procedure details: The subtitle compound was prepared from the product of step (ii) (0.33 g) and 4,6-dichloropyrimidine (0.149 g) by the method of example 16 step (i). Purification was by chromatography eluting with 30% ethyl acetate in isohexane. Yield 0.23 g. 1H NMR: δ (DMSO) 8.98(d,1H), 8.24(d,1H), 7.61(d,1H), 7.53(d,2H), 7.24(d,2H), 7.23(s,2H), 6.95(s,2H), 5.41(s,1H), 2.42(s,3H), 2.30(s,6H). Starting materials: CC(C)CC(C)O, CN1C(=O)C2(CC2)CN(C2CCCC2)c2nc(Cl)ncc21, CN1CCC(NC(=O)c2ccc(N)c3c2OCO3)CC1, O, Cc1ccc(S(=O)(=O)O)cc1. The product is CN1CCC(NC(=O)c2ccc(Nc3ncc4c(n3)N(C3CCCC3)CC3(CC3)C(=O)N4C)c3c2OCO3)CC1. RXN SMILES: [CH3:54][CH:55]([CH3:56])[CH2:57][CH:58]([OH:59])[CH3:60].[Cl:1][c:2]1[n:3][cH:4][c:5]2[c:13]([n:14]1)[N:12]([CH:15]1[CH2:16][CH2:17][CH2:18][CH2:19]1)[CH2:11][C:8]1([C:7](=[O:20])[N:6]2[CH3:21])[CH2:9][CH2:10]1.[NH2:22][c:23]1[cH:24][cH:25][c:26]([C:32](=[O:33])[NH:34][CH:35]2[CH2:36][CH2:37][N:38]([CH3:41])[CH2:39][CH2:40]2)[c:27]2[c:28]1[O:29][CH2:30][O:31]2.[OH2:42].[c:43]1([CH3:44])[cH:45][cH:46][c:47]([S:48]([OH:49])(=[O:50])=[O:51])[cH:52][cH:53]1>>[c:2]1([NH:22][c:23]2[cH:24][cH:25][c:26]([C:32](=[O:33])[NH:34][CH:35]3[CH2:36][CH2:37][N:38]([CH3:41])[CH2:39][CH2:40]3)[c:27]3[c:28]2[O:29][CH2:30][O:31]3)[n:3][cH:4][c:5]2[c:13]([n:14]1)[N:12]([CH:15]1[CH2:16][CH2:17][CH2:18][CH2:19]1)[CH2:11][C:8]1([C:7](=[O:20])[N:6]2[CH3:21])[CH2:9][CH2:10]1. Starting materials: CCOC(=O)c1nc(-c2ccccc2OC)n(C)c(=O)c1O, NCc1ccc(F)cc1. The product is COc1ccccc1-c1nc(C(=O)NCc2ccc(F)cc2)c(O)c(=O)n1C. As a reaction SMILES: [CH2:1]([O:2][C:4](=[O:5])[c:6]1[n:7][c:8](-[c:15]2[c:16]([O:21][CH3:22])[cH:17][cH:18][cH:19][cH:20]2)[n:9]([CH3:14])[c:10](=[O:13])[c:11]1[OH:12])[CH3:3].[F:23][c:24]1[cH:25][cH:26][c:27]([CH2:28][NH2:29])[cH:30][cH:31]1>>[C:4](=[O:5])([c:6]1[n:7][c:8](-[c:15]2[c:16]([O:21][CH3:22])[cH:17][cH:18][cH:19][cH:20]2)[n:9]([CH3:14])[c:10](=[O:13])[c:11]1[OH:12])[NH:29][CH2:28][c:27]1[cH:26][cH:25][c:24]([F:23])[cH:31][cH:30]1. Yields the product CC(C)NC(=O)c1cnn2c(NC(C)C(C)C)c(-c3c(F)cccc3Cl)c(Cl)nc12. Reaction SMILES: [CH3:34][CH:35]([CH3:36])[NH2:37].[Cl:1][C:2]([C:3]([Cl:4])=[O:5])=[O:6].[Cl:39][CH2:40][Cl:41].[Cl:7][c:8]1[n:9][c:10]2[n:11]([c:12]([NH:22][CH:23]([CH:24]([CH3:25])[CH3:26])[CH3:27])[c:13]1-[c:14]1[c:15]([Cl:21])[cH:16][cH:17][cH:18][c:19]1[F:20])[n:28][cH:29][c:30]2[C:31](=[O:32])[OH:33].[ClH:38].[cH:42]1[cH:43][cH:44][n:45][cH:46][cH:47]1>>[Cl:7][c:8]1[n:9][c:10]2[n:11]([c:12]([NH:22][CH:23]([CH:24]([CH3:25])[CH3:26])[CH3:27])[c:13]1-[c:14]1[c:15]([Cl:21])[cH:16][cH:17][cH:18][c:19]1[F:20])[n:28][cH:29][c:30]2[C:31](=[O:32])[NH:37][CH:35]([CH3:34])[CH3:36]. Starting materials: CC(C)N, O=C(Cl)C(=O)Cl, ClCCl, CC(C)C(C)Nc1c(-c2c(F)cccc2Cl)c(Cl)nc2c(C(=O)O)cnn12, Cl, c1ccncc1. Reactants: C(=O)[O-].[NH4+] (ammonium formate), CN1N=C(C=C1)C1=CC(=C(C=C1)[N+](=O)[O-])OC(C)C (1-methyl-3-[4-nitro-3-(propan-2-yloxy)phenyl]-1H-pyrazole). The reagents and catalysts are [Pd] (Pd/C). Run in CO (methanol). Reaction conditions: temperature 80 celsius. Product: CN1N=C(C=C1)C1=CC(=C(N)C=C1)OC(C)C (4-(1-methyl-1H-pyrazol-3-yl)-2-(propan-2-yloxy)aniline). Yield: 14.4%. As a reaction SMILES: [CH3:1][N:2]1[CH:6]=[CH:5][C:4]([C:7]2[CH:12]=[CH:11][C:10]([N+:13]([O-])=O)=[C:9]([O:16][CH:17]([CH3:19])[CH3:18])[CH:8]=2)=[N:3]1.C([O-])=O.[NH4+]>[Pd].CO>[CH3:1][N:2]1[CH:6]=[CH:5][C:4]([C:7]2[CH:12]=[CH:11][C:10]([NH2:13])=[C:9]([O:16][CH:17]([CH3:19])[CH3:18])[CH:8]=2)=[N:3]1 |f:1.2|. Procedure: In a microwave tube, 860 mg of 1-methyl-3-[4-nitro-3-(propan-2-yloxy)phenyl]-1H-pyrazole are introduced into 30 ml of methanol. 1.25 g of ammonium formate and 1.05 g of Pd/C (10%) are added. The reaction medium is microwave-heated at 80° C. for 3 times 7 minutes. The mixture is filtered on Clarcel and the Clarcel is rinsed with methanol. The filtrate is concentrated under reduced pressure and the residue is taken up with 30 ml of ethyl acetate and 3 ml of water. The organic phase is dried over m... Starting materials: S1C=C(C=C1)C(C)Cl (1-(thien-3-yl)chloroethane), [N-]=[N+]=[N-].[Na+] (sodium azide), O (H2O). The solvent is CN(C)C=O (DMF). Reaction conditions: time 3 day. The product is S1C=C(C=C1)C(C)N=[N+]=[N-] (1-(3-Thienyl)ethylazide). Isolated yield 96.4%. Reaction SMILES: [S:1]1[CH:5]=[CH:4][C:3]([CH:6](Cl)[CH3:7])=[CH:2]1.[N-:9]=[N+:10]=[N-:11].[Na+].O>CN(C=O)C>[S:1]1[CH:5]=[CH:4][C:3]([CH:6]([N:9]=[N+:10]=[N-:11])[CH3:7])=[CH:2]1 |f:1.2|. Reported procedure: A mixture of 1-(thien-3-yl)chloroethane (5.0 g, 34 mmol) and sodium azide (2.65 g, 41 mmol) in DMF was stirred at room temperature for three days. The reaction mixture was poured into H2O (500 ml) and extracted with CH2Cl2 (3×200 ml). The organic extracts were washed with H2O (5×100 ml), dried over MgSO4 and concentrated in vacuo to give the product (5.02 g, 96% yield) as a brown oil; IR (neat) 2110 cm-1 ; 1H NMR (CDCl3) δ1.55 (d, J=7 Hz, 3H, CHCH3), 4.67 (q, J=7 Hz, 1H, CHCH3), 6.98-7.43 (m, 3H... The reactants are O=[N+]([O-])c1ccc2ncnc(Nc3cccc(Br)c3)c2c1, CCO, CC(=O)O, [Fe]. Product: Nc1ccc2ncnc(Nc3cccc(Br)c3)c2c1. Reaction SMILES: [Br:1][c:2]1[cH:3][c:4]([NH:8][c:9]2[n:10][cH:11][n:12][c:13]3[cH:14][cH:15][c:16]([N+:19]([O-:20])=[O:21])[cH:17][c:18]23)[cH:5][cH:6][cH:7]1.[CH3:22][CH2:23][OH:24].[CH3:25][C:26](=[O:27])[OH:28].[Fe:29]>>[Br:1][c:2]1[cH:3][c:4]([NH:8][c:9]2[n:10][cH:11][n:12][c:13]3[cH:14][cH:15][c:16]([NH2:19])[cH:17][c:18]23)[cH:5][cH:6][cH:7]1.